From a dataset of the Open Reaction Database (ORD), a public repository of structured organic reaction records. describe an organic reaction: reactants, conditions, products, and yield Starting materials: C1(CCCC(=O)O1)=O (glutaric anhydride), [OH-].[Na+] (sodium hydroxide). The reagents and catalysts are [N+](=O)([O-])[O-].[Ag+] (silver nitrate). Solvent: O (water), O (water). Run at time 1 hour. Product: C(CCCC(=O)O)(=O)O (glutaric acid). As a reaction SMILES: [C:1]1(=[O:8])[O:7][C:5](=[O:6])[CH2:4][CH2:3][CH2:2]1.[OH-:9].[Na+]>O.[N+]([O-])([O-])=O.[Ag+]>[C:1]([OH:7])(=[O:8])[CH2:2][CH2:3][CH2:4][C:5]([OH:9])=[O:6] |f:1.2,4.5|. Procedure details: An 11.76 g portion of 97% glutaric anhydride was dissolved in a mixture of 40 ml of 5N sodium hydroxide and 200 ml of water. A solution of 33.8 g of silver nitrate in 100 ml of water was added, the suspension was stirred for 1 hour in the dark, then the solid was collected, washed with water and dried, giving 33.5 g of glutaric acid, disilver salt. Reactants: NC1COCCN2C1=NC(=CC2=O)C2=CC=NC=C2 ((+/−) 9-amino-2-pyridin-4-yl-5,6,8,9-tetrahydro-7-oxa-1,4-a-diaza-benzocyclohepten-4-one), N1=C(C=CC=C1)C(=O)O (2-pyridine carboxylic acid), C(C)(C)(C)OC(=O)N1CC2=CC(=CC=C2CC1)C(=O)O (3,4-dihydro-1H-isoquinoline-2,7-dicarboxylic acid 2-tert-butyl ester). Yields the product O=C1C=C(N=C2C(COCCN21)NC(=O)C2=NC=CC=C2)C2=CC=NC=C2 ((+/−)-Pyridine-2-carboxylic acid (4-oxo-2-pyridin-4-yl-5,6,8,9-tetrahydro-4H-7-oxa-1,4-a-diaza-benzocyclohepten-9-yl)-amide). RXN SMILES: [NH2:1][CH:2]1[C:8]2=[N:9][C:10]([C:14]3[CH:19]=[CH:18][N:17]=[CH:16][CH:15]=3)=[CH:11][C:12](=[O:13])[N:7]2[CH2:6][CH2:5][O:4][CH2:3]1.[N:20]1[CH:25]=[CH:24][CH:23]=[CH:22][C:21]=1[C:26](O)=[O:27].C(OC(N1CCC2C(=CC(C(O)=O)=CC=2)C1)=O)(C)(C)C>>[O:13]=[C:12]1[N:7]2[C:8]([CH:2]([NH:1][C:26]([C:21]3[CH:22]=[CH:23][CH:24]=[CH:25][N:20]=3)=[O:27])[CH2:3][O:4][CH2:5][CH2:6]2)=[N:9][C:10]([C:14]2[CH:19]=[CH:18][N:17]=[CH:16][CH:15]=2)=[CH:11]1. Procedure details: By analogy with the method described in example 1 (step 1.4), using (+/−) 9-amino-2-pyridin-4-yl-5,6,8,9-tetrahydro-7-oxa-1,4-a-diaza-benzocyclohepten-4-one and 2-pyridine carboxylic acid in place of (+/−)-9-amino-2-pyrimidin-4-yl-5,6,8,9-tetrahydro-7-oxa-1,4-a-diaza-benzocyclohepten-4-one and 3,4-dihydro-1H-isoquinoline-2,7-dicarboxylic acid 2-tert-butyl ester, the compound, 0.035 g (57%), was obtained as a white powder. Reactants: C1CCOC1, C(=NC1CCCCC1)=NC1CCCCC1, Cl, O=C(O)C(Nc1ccccc1F)c1ccccc1, OC1CN2CCC1CC2, O, On1nnc2ccccc21. Product: O=C(OC1CN2CCC1CC2)C(Nc1ccccc1F)c1ccccc1. Reaction SMILES: [CH2:55]1[O:56][CH2:57][CH2:58][CH2:59]1.[CH:1]1([N:2]=[C:3]=[N:4][CH:5]2[CH2:6][CH2:7][CH2:8][CH2:9][CH2:10]2)[CH2:11][CH2:12][CH2:13][CH2:14][CH2:15]1.[ClH:27].[F:28][c:29]1[c:30]([NH:35][CH:36]([C:37](=[O:38])[OH:39])[c:40]2[cH:41][cH:42][cH:43][cH:44][cH:45]2)[cH:31][cH:32][cH:33][cH:34]1.[N:46]12[CH2:47][CH:48]([OH:54])[CH:49]([CH2:50][CH2:51]1)[CH2:52][CH2:53]2.[OH2:16].[n:17]1([OH:18])[c:19]2[cH:20][cH:21][cH:22][cH:23][c:24]2[n:25][n:26]1>>[F:28][c:29]1[c:30]([NH:35][CH:36]([C:37]([O:38][CH:48]2[CH2:47][N:46]3[CH2:51][CH2:50][CH:49]2[CH2:52][CH2:53]3)=[O:39])[c:40]2[cH:41][cH:42][cH:43][cH:44][cH:45]2)[cH:31][cH:32][cH:33][cH:34]1. The reactants are S(=O)(=O)(C)CCC#C (1-mesylbut-3-yne), Cl.ClC1=CC=C(CC2CCNCC2)C=C1 (4-(4-chlorobenzyl)piperidine hydrochloride), C(=O)([O-])[O-].[K+].[K+] (K2CO3). The solvent is CC#N (CH3CN). Product: ClC1=CC=C(CC2CCN(CC2)CCC#C)C=C1 (4-(4-Chlorobenzyl)-1-(3-butynyl)piperidine). Isolated yield 85.0%. RXN SMILES: S([CH2:5][CH2:6][C:7]#[CH:8])(C)(=O)=O.Cl.[Cl:10][C:11]1[CH:23]=[CH:22][C:14]([CH2:15][CH:16]2[CH2:21][CH2:20][NH:19][CH2:18][CH2:17]2)=[CH:13][CH:12]=1.C([O-])([O-])=O.[K+].[K+]>CC#N>[Cl:10][C:11]1[CH:12]=[CH:13][C:14]([CH2:15][CH:16]2[CH2:17][CH2:18][N:19]([CH2:8][CH2:7][C:6]#[CH:5])[CH2:20][CH2:21]2)=[CH:22][CH:23]=1 |f:1.2,3.4.5|. Procedure: A mixture of 1-mesylbut-3-yne (2.22 g, 15.0 mmol), 4-(4-chlorobenzyl)piperidine hydrochloride (2.95 g, 12.0 mmol), K2CO3 (4.97 g, 36.0 mmol) in 50 mL of CH3CN is allowed to reflux for 12 hr. The inorganic salt is removed through a short column of silica gel and washed with EtOAc (3×30 mL). Evaporation of solvents gives a residue, which is purified by flash chromatography giving the product as pale yellow oil (2.67 g, 85%): 1H NMR (CDCl3) 1.31 (m, 2 H), 1.50 (m, 1 H), 1.59 (m, 2 H), 1.96 (m, 3 H)... The reactants are CC=1C=CC=2N(C1)C(=C(N2)C2=CC=C(C=C2)C)/C=C/C(=O)OCC ((E)-ethyl 3-[6-methyl-2-(4-methylphenyl)-imidazo[1,2-a]pyridin-3-yl]-2-propenoate), COC1=C(C=CC=C1)N1CCNCC1 (1-(2-methoxyphenyl)piperazine). The product is CC=1C=CC=2N(C1)C(=C(N2)C2=CC=C(C=C2)C)/C=C/C(=O)N2CCN(CC2)C2=C(C=CC=C2)OC ((E)-1-{3-[6-Methyl-2-(4-methylphenyl)imidazo[1,2-a]pyridine-3-yl]-1-oxo-2-propenyl}-4-(2-methoxyphenyl)piperazine). As a reaction SMILES: [CH3:1][C:2]1[CH:3]=[CH:4][C:5]2[N:6]([C:8](/[CH:18]=[CH:19]/[C:20](OCC)=[O:21])=[C:9]([C:11]3[CH:16]=[CH:15][C:14]([CH3:17])=[CH:13][CH:12]=3)[N:10]=2)[CH:7]=1.[CH3:25][O:26][C:27]1[CH:32]=[CH:31][CH:30]=[CH:29][C:28]=1[N:33]1[CH2:38][CH2:37][NH:36][CH2:35][CH2:34]1>>[CH3:1][C:2]1[CH:3]=[CH:4][C:5]2[N:6]([C:8](/[CH:18]=[CH:19]/[C:20]([N:36]3[CH2:35][CH2:34][N:33]([C:28]4[CH:29]=[CH:30][CH:31]=[CH:32][C:27]=4[O:26][CH3:25])[CH2:38][CH2:37]3)=[O:21])=[C:9]([C:11]3[CH:16]=[CH:15][C:14]([CH3:17])=[CH:13][CH:12]=3)[N:10]=2)[CH:7]=1. Procedure: Prepared from (E)-ethyl 3-[6-methyl-2-(4-methylphenyl)-imidazo[1,2-a]pyridin-3-yl]-2-propenoate (Description 23) and 1-(2-methoxyphenyl)piperazine according to the method of Example 1. 1H NMR (360 MHz, CDCl3) δ 8.15 (1H, d, J 1.5 Hz), 8.01 (1H, d, J 15.5 Hz), 7.66 (2H, d, J 8.2 Hz), 7.59 (1H, d, J 9.1 Hz), 7.27 (2H, d, J 8.2 Hz), 7.15 (1H, dd, J 9.1, 1.5 Hz), 7.04 (1H, m), 6.92 (3H, m), 6.80 (1H, d, J 15.5 Hz), 3.91 (2H, br s), 3.89 (3H, s), 3.60 (2H, br s), 3.06 (4H, br s), and 2.40 (6H, s). m/...